From a dataset of the Open Reaction Database (ORD), a public repository of structured organic reaction records. describe an organic reaction: reactants, conditions, products, and yield The reactants are CC(=O)[O-], CC(=O)[O-], Cc1ccccc1, O, O, O, OCc1ccccc1, [Zn+2], CC(=O)OC1C(C(=O)C(Cc2ccc3ccccc3c2)NC(=O)CCc2ccccc2)C(=O)N1N, c1ccccc1. The product is NN1C(=O)C(C(=O)C(Cc2ccc3ccccc3c2)NC(=O)CCc2ccccc2)C1OCc1ccccc1. RXN SMILES: [C:60]([O-:61])(=[O:62])[CH3:63].[C:65]([O-:66])(=[O:67])[CH3:68].[CH3:51][c:52]1[cH:53][cH:54][cH:55][cH:56][cH:57]1.[OH2:44].[OH2:58].[OH2:59].[OH:36][CH2:37][c:38]1[cH:39][cH:40][cH:41][cH:42][cH:43]1.[Zn+2:64].[c:1]1([CH2:7][CH2:8][C:9](=[O:10])[NH:11][CH:12]([CH2:13][c:14]2[cH:15][c:16]3[cH:17][cH:18][cH:19][cH:20][c:21]3[cH:22][cH:23]2)[C:24](=[O:25])[CH:26]2[C:27](=[O:35])[N:28]([NH2:34])[CH:29]2[O:30][C:31](=[O:32])[CH3:33])[cH:2][cH:3][cH:4][cH:5][cH:6]1.[cH:45]1[cH:46][cH:47][cH:48][cH:49][cH:50]1>>[c:1]1([CH2:7][CH2:8][C:9](=[O:10])[NH:11][CH:12]([CH2:13][c:14]2[cH:15][c:16]3[cH:17][cH:18][cH:19][cH:20][c:21]3[cH:22][cH:23]2)[C:24](=[O:25])[CH:26]2[C:27](=[O:35])[N:28]([NH2:34])[CH:29]2[O:36][CH2:37][c:38]2[cH:39][cH:40][cH:41][cH:42][cH:43]2)[cH:2][cH:3][cH:4][cH:5][cH:6]1. Starting materials: CC(C)(C)OC(=O)N1CCN(c2ccc(Cl)c(N)c2)CC1, CCOC(C)=O, CCN(C(C)C)C(C)C, O=C(Cl)CCl, C1CCOC1, O. Yields the product CC(C)(C)OC(=O)N1CCN(c2ccc(Cl)c(NC(=O)CCl)c2)CC1. As a reaction SMILES: [C:1]([CH3:2])([CH3:3])([CH3:4])[O:5][C:6](=[O:7])[N:8]1[CH2:9][CH2:10][N:11]([c:14]2[cH:15][c:16]([NH2:21])[c:17]([Cl:20])[cH:18][cH:19]2)[CH2:12][CH2:13]1.[C:37]([O:38][CH2:39][CH3:40])(=[O:41])[CH3:42].[CH:22]([N:23]([CH2:24][CH3:25])[CH:26]([CH3:27])[CH3:28])([CH3:29])[CH3:30].[Cl:31][CH2:32][C:33](=[O:34])[Cl:35].[O:43]1[CH2:44][CH2:45][CH2:46][CH2:47]1.[OH2:36]>>[C:1]([CH3:2])([CH3:3])([CH3:4])[O:5][C:6](=[O:7])[N:8]1[CH2:9][CH2:10][N:11]([c:14]2[cH:15][c:16]([NH:21][C:33]([CH2:32][Cl:31])=[O:34])[c:17]([Cl:20])[cH:18][cH:19]2)[CH2:12][CH2:13]1.